From a dataset of the Open Reaction Database (ORD), a public repository of structured organic reaction records. describe an organic reaction: reactants, conditions, products, and yield The reactants are FC=1C=C(C=C(C1)C(CO)(CC)O)SC1=CC2=CC=CC=C2C=C1 ((+)-2-[5-fluoro-3-(naphth-2-ylthio)phenyl]butane-1,2-diol), C(C)=O (acetaldehyde). The product is C(C)C1(OC(OC1)C)C1=CC(=CC(=C1)F)SC1=CC2=CC=CC=C2C=C1 ((+)-4-ethyl-4-[5-fluoro-3-(naphth-2-ylthio)phenyl]-2-methyl-1,3-dioxolane). Yield: 86.0%. RXN SMILES: [F:1][C:2]1[CH:3]=[C:4]([S:14][C:15]2[CH:24]=[CH:23][C:22]3[C:17](=[CH:18][CH:19]=[CH:20][CH:21]=3)[CH:16]=2)[CH:5]=[C:6]([C:8]([OH:13])([CH2:11][CH3:12])[CH2:9][OH:10])[CH:7]=1.[CH:25](=O)[CH3:26]>>[CH2:11]([C:8]1([C:6]2[CH:7]=[C:2]([F:1])[CH:3]=[C:4]([S:14][C:15]3[CH:24]=[CH:23][C:22]4[C:17](=[CH:18][CH:19]=[CH:20][CH:21]=4)[CH:16]=3)[CH:5]=2)[CH2:9][O:10][CH:25]([CH3:26])[O:13]1)[CH3:12]. Reported procedure: Using a similar procedure to that described in Example 4, (+)-2-[5-fluoro-3-(naphth-2-ylthio)phenyl]butane-1,2-diol was reacted with acetaldehyde. There was thus obtained as a 2:1 mixture of diastereoisomers (+)-4-ethyl-4-[5-fluoro-3-(naphth-2-ylthio)phenyl]-2-methyl-1,3-dioxolane in 86% yield as an oil. Starting materials: CC(C)(C)C(=O)ONC(CSc1cccc(Oc2ccccc2)c1[N+](=O)[O-])C(=O)O, CO. Yields the product CC(C)(C)C(=O)ONC(CSc1cccc(Oc2ccccc2)c1N)C(=O)O. RXN SMILES: [CH3:1][C:2]([C:3](=[O:4])[O:5][NH:6][CH:7]([CH2:8][S:9][c:10]1[c:11]([N+:23]([O-:24])=[O:25])[c:12]([O:16][c:17]2[cH:18][cH:19][cH:20][cH:21][cH:22]2)[cH:13][cH:14][cH:15]1)[C:26](=[O:27])[OH:28])([CH3:29])[CH3:30].[CH3:31][OH:32]>>[CH3:1][C:2]([C:3](=[O:4])[O:5][NH:6][CH:7]([CH2:8][S:9][c:10]1[c:11]([NH2:23])[c:12]([O:16][c:17]2[cH:18][cH:19][cH:20][cH:21][cH:22]2)[cH:13][cH:14][cH:15]1)[C:26](=[O:27])[OH:28])([CH3:29])[CH3:30]. Reactants: CC(=O)N1CCN(c2ncc3c(=O)c(C(=O)O)c[nH]c3n2)CC1, CC(=O)O, [Na+], [Na+], O=C([O-])[O-], CCOS(=O)(=O)OCC. The product is CCn1cc(C(=O)O)c(=O)c2cnc(N3CCN(C(C)=O)CC3)nc21. Reaction SMILES: [C:1]([CH3:2])(=[O:3])[N:4]1[CH2:5][CH2:6][N:7]([c:10]2[n:11][cH:12][c:13]3[c:14]([n:15]2)[nH:16][cH:17][c:18]([C:21](=[O:22])[OH:23])[c:19]3=[O:20])[CH2:8][CH2:9]1.[CH3:33][C:34](=[O:35])[OH:36].[Na+:37].[Na+:38].[O-:39][C:40](=[O:41])[O-:42].[S:24]([O:25][CH2:26][CH3:27])([O:30][CH2:28][CH3:29])(=[O:31])=[O:32]>>[C:1]([CH3:2])(=[O:3])[N:4]1[CH2:5][CH2:6][N:7]([c:10]2[n:11][cH:12][c:13]3[c:14]([n:15]2)[n:16]([CH2:28][CH3:29])[cH:17][c:18]([C:21](=[O:22])[OH:23])[c:19]3=[O:20])[CH2:8][CH2:9]1. The reactants are [OH-].[Na+] (sodium hydroxide), C1=C(C=C2CCCC3CCCC1=C23)NC(=O)C=2C=CC(=NC2)C(=O)OC (methyl 5-[(5,6,6a,7,8,9-hexahydro-4H-2-phenalenyl)carbamoyl]pyridine-2-carboxylate), Cl (hydrochloric acid). Solvent: C(C)O (ethanol). Reaction conditions: time 3 hour. The product is C1=C(C=C2CCCC3CCCC1=C23)NC(=O)C=2C=CC(=NC2)C(=O)O (5-[(5,6,6a,7,8,9-Hexahydro-4H-2-phenalenyl)carbamoyl]pyridine-2-carboxylic acid). Isolated yield 96.7%. As a reaction SMILES: [CH:1]1[C:12]2=[C:13]3[CH:8]([CH2:9][CH2:10][CH2:11]2)[CH2:7][CH2:6][CH2:5][C:4]3=[CH:3][C:2]=1[NH:14][C:15]([C:17]1[CH:18]=[CH:19][C:20]([C:23]([O:25]C)=[O:24])=[N:21][CH:22]=1)=[O:16].[OH-].[Na+].Cl>C(O)C>[CH:1]1[C:12]2=[C:13]3[CH:8]([CH2:9][CH2:10][CH2:11]2)[CH2:7][CH2:6][CH2:5][C:4]3=[CH:3][C:2]=1[NH:14][C:15]([C:17]1[CH:18]=[CH:19][C:20]([C:23]([OH:25])=[O:24])=[N:21][CH:22]=1)=[O:16] |f:1.2|. Reported procedure: A suspension of methyl 5-[(5,6,6a,7,8,9-hexahydro-4H-2-phenalenyl)carbamoyl]pyridine-2-carboxylate (0.222 g) in ethanol (10 ml) was added with 2 N aqueous sodium hydroxide (2 ml), and the mixture was stirred at room temperature for 3 hours. The reaction mixture was made acidic with 2 N aqueous hydrochloric acid, and the mixture was extracted with chloroform. The organic layer was washed with saturated brine, and dried over anhydrous sodium sulfate. The organic layer was concentrated under reduce... Starting materials: FC1=C(C(=CC=C1)F)C1=C(C=CC(=N1)C(=O)NC=1C(=C2C(=NC1)C(CC2)=O)N2C[C@H](CCC2)NC(OC(C)(C)C)=O)F (tert-butyl {(3S)-1-[3-({[6-(2,6-difluorophenyl)-5-fluoropyridin-2-yl]carbonyl}amino)-7-oxo-6,7-dihydro-5H-cyclopenta[b]pyridin-4-yl]piperidin-3-yl}carbamate), C(=O)(C(F)(F)F)O (TFA). Run in C(Cl)Cl (DCM). Conditions: time 20 minute. Product: N[C@@H]1CN(CCC1)C1=C2C(=NC=C1NC(=O)C1=NC(=C(C=C1)F)C1=C(C=CC=C1F)F)C(CC2)=O (N-{4-[(3S)-3-Aminopiperidin-1-yl]-7-oxo-6,7-dihydro-5H-cyclopenta[b]pyridin-3-yl}-6-(2,6-difluorophenyl)-5-fluoropyridine-2-carboxamide). Yield: 45.7%. Reaction SMILES: [F:1][C:2]1[CH:7]=[CH:6][CH:5]=[C:4]([F:8])[C:3]=1[C:9]1[N:14]=[C:13]([C:15]([NH:17][C:18]2[C:19]([N:28]3[CH2:33][CH2:32][CH2:31][C@H:30]([NH:34]C(=O)OC(C)(C)C)[CH2:29]3)=[C:20]3[CH2:26][CH2:25][C:24](=[O:27])[C:21]3=[N:22][CH:23]=2)=[O:16])[CH:12]=[CH:11][C:10]=1[F:42].C(O)(C(F)(F)F)=O>C(Cl)Cl>[NH2:34][C@H:30]1[CH2:31][CH2:32][CH2:33][N:28]([C:19]2[C:18]([NH:17][C:15]([C:13]3[CH:12]=[CH:11][C:10]([F:42])=[C:9]([C:3]4[C:2]([F:1])=[CH:7][CH:6]=[CH:5][C:4]=4[F:8])[N:14]=3)=[O:16])=[CH:23][N:22]=[C:21]3[C:24](=[O:27])[CH2:25][CH2:26][C:20]=23)[CH2:29]1. Reported procedure: A mixture of tert-butyl {(3S)-1-[3-({[6-(2,6-difluorophenyl)-5-fluoropyridin-2-yl]carbonyl}amino)-7-oxo-6,7-dihydro-5H-cyclopenta[b]pyridin-4-yl]piperidin-3-yl}carbamate (6.0 mg, 0.010 mmol) in DCM (0.05 mL) and TFA (0.052 mL, 0.68 mmol) was stirred at room temperature for 20 min. The solution was then concentrated under reduced pressure. The residue was diluted with MeOH, filtered and purified by preparative LC-MS (XBridge™ preparative C18 5 μm OBD™ column, 30×10 mm, 60 mL/min., eluting with a ... The reactants are C1OC2(C(C(CC2)CC=O)CCCCC)OC1 (1,1-ethylenedioxy-3-formylmethyl-2-n-pentyl-cyclopentane), C1(=CC=C(C=C1)S(=O)(=O)O)C (paratoluenesulphonic acid), keto aldehyde, C1OC2C(C(CC2OC1)=O)(CCCCC)C (3-ethylenedioxymethyl-2-n-pentyl-1-cyclopentanone), O1COCC1 (dioxolane), product, aldehyde. Solvent: O (water), O1CCOCC1 (dioxane), O (water). Yields the product C(=O)CC1C(C(CC1)=O)CCCCC (3-formylmethyl-2-n-pentyl-1-cyclopentanone). Isolated yield 56.1%. RXN SMILES: C1CO[C:3]2([CH2:7][CH2:6][CH:5]([CH2:8][CH:9]=[O:10])[CH:4]2[CH2:11][CH2:12][CH2:13][CH2:14][CH3:15])[O:2]1.C1(C)C=CC(S(O)(=O)=O)=CC=1.O1CCOC1.C1COC2C(C(C)(CCCCC)C(=O)C2)O1>O.O1CCOCC1>[CH:9]([CH2:8][CH:5]1[CH2:6][CH2:7][C:3](=[O:2])[CH:4]1[CH2:11][CH2:12][CH2:13][CH2:14][CH3:15])=[O:10]. Procedure: A mixture of 24 g of 1,1-ethylenedioxy-3-formylmethyl-2-n-pentyl-cyclopentane, 40 ml of dioxane, 32 ml of water and 0.18 g paratoluenesulphonic acid is refluxed for 3 hours. It is then cooled, 120 ml of water added and extracted three times with 100 ml of benzene. The benzene solutions are washed to neutrality and concentrated under reduced pressure. There are obtained 22 g of crude product which are rectified and which yield 15.5 g of product; b.p.1.0 = 110°-140°C. The distillate is a mixture o... Reactants: CC(C)Br, NC(=O)c1ccncc1, CN(C)C=O. Product: [Br-], CC(C)[n+]1ccc(C(N)=O)cc1. RXN SMILES: [Br:10][CH:11]([CH3:12])[CH3:13].[NH2:1][C:2](=[O:3])[c:4]1[cH:5][cH:6][n:7][cH:8][cH:9]1.[O:14]=[CH:15][N:16]([CH3:17])[CH3:18]>>[Br-:10].[NH2:1][C:2](=[O:3])[c:4]1[cH:5][cH:6][n+:7]([CH:11]([CH3:12])[CH3:13])[cH:8][cH:9]1.